Dataset: the Open Reaction Database (ORD), a public repository of structured organic reaction records. Task: describe an organic reaction: reactants, conditions, products, and yield Starting materials: OCCS(=O)(=O)C=1C(=C(C=C(C1)[C@H](CCC(O)C1=CC(=C(C(=C1)OC)OC)OC)O)OC)OCCC ((1S, 4RS)-1-(5-(2-hydroxyethylsulfonyl)-4-n-propoxy-3-methoxyphenyl)-4-(3,4,5-trimethoxyphenyl)-butan-1,4-diol), FC(C(=O)O)(F)F (trifluoroacetic acid), C(=O)([O-])[O-].[Na+].[Na+] (Na2CO3), 3,4,5-trimethoxyphenyl-4-oxo-butan-1-yl(R)-(O)-methylmandelate, [H-].[Al+3].[Li+].[H-].[H-].[H-] (lithium aluminum hydride). Solvent: C(Cl)(Cl)Cl (chloroform), C(Cl)(Cl)Cl (chloroform), C1CCOC1 (THF). Reaction conditions: temperature 0 celsius, time 2 hour. Yields the product COC=1C=C(C=C(C1OC)OC)C1CCCO1 (5-(3,4,5-trimethoxyphenyl)-tetrahydrofuran). As a reaction SMILES: [H-].[Al+3].[Li+].[H-].[H-].[H-].OCCS(C1C(OCCC)=C(OC)C=C([C@@H:19]([OH:36])[CH2:20][CH2:21][CH:22]([C:24]2[CH:29]=[C:28]([O:30][CH3:31])[C:27]([O:32][CH3:33])=[C:26]([O:34][CH3:35])[CH:25]=2)O)C=1)(=O)=O.FC(F)(F)C(O)=O.C([O-])([O-])=O.[Na+].[Na+]>C1COCC1.C(Cl)(Cl)Cl>[CH3:31][O:30][C:28]1[CH:29]=[C:24]([CH:22]2[O:36][CH2:19][CH2:20][CH2:21]2)[CH:25]=[C:26]([O:34][CH3:35])[C:27]=1[O:32][CH3:33] |f:0.1.2.3.4.5,8.9.10|. Reported procedure: A solution of the more mobile fraction of 1-(5-(2-hydroxyethylsulfonyl)-4-n-propoxy-3-methoxyphenyl)-4-(3,4,5-trimethoxyphenyl-4-oxo-butan-1-yl(R)-(O)-methylmandelate (200 mg, 0.300 mmole) in dry THF (15 mL) at 0° C. under nitrogen atmosphere was treated with lithium aluminum hydride (20 mg, 0.5 mmole), and stirred for 2 hours. After the usual workup, the crude (1S, 4RS)-1-(5-(2-hydroxyethylsulfonyl)-4-n-propoxy-3-methoxyphenyl)-4-(3,4,5-trimethoxyphenyl)-butan-1,4-diol was dissolved in chlorofo... The reactants are crude product, ClC1=NC(=NC(=N1)Cl)N (2,4-Dichloro-6-amino-1,3,5-triazine), Cl.COC=1C=C2CCNCC2=CC1OC (6,7-dimethoxy-1,2,3,4-tetrahydroisoquinoline hydrochloride), C([O-])([O-])=O.[Na+].[Na+] (sodium carbonate). The solvent is O1CCOCC1 (dioxane), [Cl-].[Na+] (sodium chloride). Yields the product Cl.COC=1C=C2CCN(CC2=CC1OC)C1=NC(=NC(=N1)N1CC2=CC(=C(C=C2CC1)OC)OC)N (2,4-Bis-(6,7-dimethoxy-1,2,3,4-tetrahydroisoquinolin-2-yl]-6-amino-l,3,5-triazine hydrochloride). RXN SMILES: [Cl:1][C:2]1[N:7]=[C:6](Cl)[N:5]=[C:4]([NH2:9])[N:3]=1.Cl.[CH3:11][O:12][C:13]1[CH:14]=[C:15]2[C:20](=[CH:21][C:22]=1[O:23][CH3:24])[CH2:19][NH:18][CH2:17][CH2:16]2.[C:25](=[O:28])([O-])[O-].[Na+].[Na+]>O1CCOCC1.[Cl-].[Na+]>[ClH:1].[CH3:11][O:12][C:13]1[CH:14]=[C:15]2[C:20](=[CH:21][C:22]=1[O:23][CH3:24])[CH2:19][N:18]([C:2]1[N:7]=[C:6]([N:18]3[CH2:17][CH2:16][C:15]4[C:20](=[CH:21][C:22]([O:28][CH3:25])=[C:13]([O:12][CH3:11])[CH:14]=4)[CH2:19]3)[N:5]=[C:4]([NH2:9])[N:3]=1)[CH2:17][CH2:16]2 |f:1.2,3.4.5,7.8,9.10|. Procedure details: 2,4-Dichloro-6-amino-1,3,5-triazine (5.13 g, 31.1 mM) and 6,7-dimethoxy-1,2,3,4-tetrahydroisoquinoline hydrochloride (14.72 g, 64 mM) were stirred in dioxane (40 mL) with sodium carbonate solution (2N, 65 mL) at reflux for 3 hr. The mixture was cooled and diluted with saturated sodium chloride solution (1000 mL) and extracted with methylene chloride (3×75 mL). Filtration through a cotton plug and concentration followed by evaporation from benzene (2×20 mL) provided a foam, 16.5 g. This material ... Starting materials: CC(=O)O, CCO, O=CC1CCCCC1, C[N+](=O)[O-], [Na+], [OH-]. The product is O=[N+]([O-])CC(O)C1CCCCC1. As a reaction SMILES: [CH3:15][C:16](=[O:17])[OH:18].[CH3:19][CH2:20][OH:21].[CH:7]1([CH:13]=[O:14])[CH2:8][CH2:9][CH2:10][CH2:11][CH2:12]1.[N+:3](=[O:4])([O-:5])[CH3:6].[Na+:2].[OH-:1]>>[N+:3](=[O:4])([O-:5])[CH2:6][CH:13]([CH:7]1[CH2:8][CH2:9][CH2:10][CH2:11][CH2:12]1)[OH:14]. Reactants: CO (MeOH), C(C1=CC=CC=C1)OCC(OCC=1C=C2C(=C(C=NC2=CC1)C(=O)OCC)O)COCC1=CC=CC=C1 (ethyl 6-({2-(benzyloxy)-1-[(benzyloxy)methyl]ethoxy}methyl)-4-hydroxy-3-quinolinecarboxylate), C(Cl)Cl (CH2Cl2). The reagents and catalysts are [Pd] (Pd/C). The product is ClC1=CC=C(CNC(=O)C=2C=NC3=CC=C(C=C3C2O)COC(CO)CO)C=C1 (N-(4-Chlorobenzyl)-4-hydroxy-6-{[2-hydroxy-1-(hydroxymethyl)ethoxy]methyl }-3-quinolinecarboxamide). Reaction SMILES: C([O:8][CH2:9][CH:10]([CH2:29][O:30]CC1C=CC=CC=1)[O:11][CH2:12][C:13]1[CH:14]=[C:15]2[C:20](=[CH:21][CH:22]=1)[N:19]=[CH:18][C:17]([C:23]([O:25]CC)=O)=[C:16]2[OH:28])C1C=CC=CC=1.CO.[CH2:40]([Cl:42])Cl>[Pd]>[Cl:42][C:40]1[CH:17]=[CH:16][C:15]([CH2:20][NH:19][C:23]([C:17]2[CH:18]=[N:19][C:20]3[C:15]([C:16]=2[OH:28])=[CH:14][C:13]([CH2:12][O:11][CH:10]([CH2:9][OH:8])[CH2:29][OH:30])=[CH:22][CH:21]=3)=[O:25])=[CH:14][CH:13]=1. Reported procedure: To a suspension of Arg2O (5.12 g) in 37 mL distilled CH2Cl2 is added 1,3-dibenzyloxy-2-propanol (4.55 mL). The reaction is stirred at room temperature for 15-30 min. 4-Nitrobenzyl bromide (3.98 g) is added and the reaction is stirred at room temperature for 3 days. The reaction mixture is filtered over celite to remove the Arg2O. The filtrate is condensed to obtain a yellow residue. The residue is diluted with a minimal amount of EtOAc (~1 mL) and chromatographed eluting with 7% EtOAc in hexanes... The reactants are BrC=1C=C(CO[Si](C)(C)C(C)(C)C)C=CC1 ((3-bromobenzyloxy)(tert-butyl)dimethylsilane), C(C)(=O)OC(=C)C (isopropenyl acetate), C[O-].C(CCC)[Sn+](CCCC)CCCC (tri-n-butyltin methoxide), C1(=C(C=CC=C1)P(C1=C(C=CC=C1)C)C1=C(C=CC=C1)C)C (tri(o-tolyl)phosphine). The reagents and catalysts are C(C)(=O)[O-].[Pd+2].C(C)(=O)[O-] (palladium(II)acetate). Run in C(C)(=O)OCC (ethyl acetate), [F-].[K+] (potassium fluoride), C1(=CC=CC=C1)C (toluene). Conditions: temperature 100 celsius, time 20 minute. Product: [Si](C)(C)(C(C)(C)C)OCC=1C=C(C=CC1)CC(C)=O (1-(3-((tert-Butyldimethylsilyloxy)methyl)phenyl)propan-2-one). RXN SMILES: Br[C:2]1[CH:3]=[C:4]([CH:14]=[CH:15][CH:16]=1)[CH2:5][O:6][Si:7]([C:10]([CH3:13])([CH3:12])[CH3:11])([CH3:9])[CH3:8].C([O:20][C:21]([CH3:23])=[CH2:22])(=O)C.C[O-].C([Sn+](CCCC)CCCC)CCC.C1(C)C=CC=CC=1P(C1C=CC=CC=1C)C1C=CC=CC=1C>C1(C)C=CC=CC=1.C(OCC)(=O)C.[F-].[K+].C([O-])(=O)C.[Pd+2].C([O-])(=O)C>[Si:7]([O:6][CH2:5][C:4]1[CH:3]=[C:2]([CH2:22][C:21](=[O:20])[CH3:23])[CH:16]=[CH:15][CH:14]=1)([C:10]([CH3:13])([CH3:12])[CH3:11])([CH3:9])[CH3:8] |f:2.3,7.8,9.10.11|. Reported procedure: A mixture of (3-bromobenzyloxy)(tert-butyl)dimethylsilane (16.72 g), isopropenyl acetate (9.2 mL), tri-n-butyltin methoxide (24 mL), palladium(II)acetate (0.625 g) and tri(o-tolyl)phosphine (1.70 g) in anhydrous toluene (65 mL) was heated at reflux at 100° C. for 5 hours and then left to cool overnight. The mixture was diluted with ethyl acetate (130 mL) and 4 molar aqueous potassium fluoride (80 mL) and stirred vigorously for 20 minutes. Diatomaceous earth was added and the suspension was then ... Yield: 91.8%. Yields the product C(C1=CC=CC=C1)OC1=C(C(=C(C(=C1C)C)OCC1=CC=CC=C1)C)C=CCC1=C(C=C(C=C1)OCC1=CC=CC=C1)OCC1=CC=CC=C1 (4-[3-(2,5-dibenzyloxy-3,4,6-trimethylphenyl)-allyl]-1,3-dibenzyloxy-benzene). As a reaction SMILES: [CH2:1]([O:8][C:9]1[CH:14]=[C:13]([O:15][CH2:16][C:17]2[CH:22]=[CH:21][CH:20]=[CH:19][CH:18]=2)[CH:12]=[CH:11][C:10]=1[CH2:23][CH2:24][CH:25]([C:27]1[C:32]([CH3:33])=[C:31]([O:34][CH2:35][C:36]2[CH:41]=[CH:40][CH:39]=[CH:38][CH:37]=2)[C:30]([CH3:42])=[C:29]([CH3:43])[C:28]=1[O:44][CH2:45][C:46]1[CH:51]=[CH:50][CH:49]=[CH:48][CH:47]=1)O)[C:2]1[CH:7]=[CH:6][CH:5]=[CH:4][CH:3]=1.C1(C)C=CC(S(O)(=O)=O)=CC=1.O.CCCCCC.C(OC(=O)C)C>C1C=CC=CC=1>[CH2:45]([O:44][C:28]1[C:29]([CH3:43])=[C:30]([CH3:42])[C:31]([O:34][CH2:35][C:36]2[CH:41]=[CH:40][CH:39]=[CH:38][CH:37]=2)=[C:32]([CH3:33])[C:27]=1[CH:25]=[CH:24][CH2:23][C:10]1[CH:11]=[CH:12][C:13]([O:15][CH2:16][C:17]2[CH:22]=[CH:21][CH:20]=[CH:19][CH:18]=2)=[CH:14][C:9]=1[O:8][CH2:1][C:2]1[CH:3]=[CH:4][CH:5]=[CH:6][CH:7]=1)[C:46]1[CH:51]=[CH:50][CH:49]=[CH:48][CH:47]=1 |f:3.4|. Reported procedure: 2.39 g(3.46 mmol) of 3-(2,4-dibenzyloxy-phenyl)-1-(2,5-dibenzyloxy-3,4,6-trimethyl-phenyl)-propan-1-ol was diluted with 100 ml of dry benzene and 30 mg of p-toluenesulfonic acid was added thereto. The mixture was stirred for 4 hours while refluxing to eliminate water. The solution thus produced was cooled down to room temperature and washed once(×1) with saturated aqueous sodium hydrogen carbonate solution. The washings was extracted with dichloromethane and the extract was combined with the ori... Run in C1=CC=CC=C1 (benzene). Run at time 4 hour. Starting materials: C(C1=CC=CC=C1)OC1=C(C=CC(=C1)OCC1=CC=CC=C1)CCC(O)C1=C(C(=C(C(=C1C)OCC1=CC=CC=C1)C)C)OCC1=CC=CC=C1 (3-(2,4-dibenzyloxy-phenyl)-1-(2,5-dibenzyloxy-3,4,6-trimethyl-phenyl)-propan-1-ol), C1(=CC=C(C=C1)S(=O)(=O)O)C (p-toluenesulfonic acid), O (water), CCCCCC.C(C)OC(C)=O (n-hexane ethylacetate). As a reaction SMILES: [BH4-:20].[CH3:1][CH2:2][OH:3].[CH3:22][C:23](=[O:24])[CH3:25].[Na+:21].[O:4]=[C:5]1[CH2:6][CH2:7][CH2:8][c:9]2[c:10]([C:15](=[O:16])[O:17][CH2:18][CH3:19])[cH:11][cH:12][cH:13][c:14]21>>[OH:4][CH:5]1[CH2:6][CH2:7][CH2:8][c:9]2[c:10]([C:15](=[O:16])[O:17][CH2:18][CH3:19])[cH:11][cH:12][cH:13][c:14]21. The product is CCOC(=O)c1cccc2c1CCCC2O. Starting materials: [BH4-], CCO, CC(C)=O, [Na+], CCOC(=O)c1cccc2c1CCCC2=O. Starting materials: ClC(c1ccccc1)(c1ccccc1)c1ccccc1, CCN(C(C)C)C(C)C, ClC(Cl)Cl, Cn1ncc(NC(=O)NC2CCN(C(=O)OC(C)(C)C)C2)c1N. The product is Cn1ncc(NC(=O)NC2CCN(C(=O)OC(C)(C)C)C2)c1NC(c1ccccc1)(c1ccccc1)c1ccccc1. As a reaction SMILES: [C:33]([c:34]1[cH:35][cH:36][cH:37][cH:38][cH:39]1)([c:40]1[cH:41][cH:42][cH:43][cH:44][cH:45]1)([c:46]1[cH:47][cH:48][cH:49][cH:50][cH:51]1)[Cl:52].[CH2:24]([N:25]([CH:26]([CH3:27])[CH3:28])[CH:29]([CH3:30])[CH3:31])[CH3:32].[CH:53]([Cl:54])([Cl:55])[Cl:56].[NH2:1][c:2]1[c:3]([NH:8][C:9](=[O:10])[NH:11][CH:12]2[CH2:13][N:14]([C:17](=[O:18])[O:19][C:20]([CH3:21])([CH3:22])[CH3:23])[CH2:15][CH2:16]2)[cH:4][n:5][n:6]1[CH3:7]>>[NH:1]([c:2]1[c:3]([NH:8][C:9](=[O:10])[NH:11][CH:12]2[CH2:13][N:14]([C:17](=[O:18])[O:19][C:20]([CH3:21])([CH3:22])[CH3:23])[CH2:15][CH2:16]2)[cH:4][n:5][n:6]1[CH3:7])[C:33]([c:34]1[cH:35][cH:36][cH:37][cH:38][cH:39]1)([c:40]1[cH:41][cH:42][cH:43][cH:44][cH:45]1)[c:46]1[cH:47][cH:48][cH:49][cH:50][cH:51]1. Reactants: C(CCCCCCCCCCCCC)OC=1C=C(C(=O)O)C=CC1 (3-(Tetradecyloxy)benzoic acid), [H-].[Al+3].[Li+].[H-].[H-].[H-] (lithium aluminum hydride). Run in O1CCCC1 (tetrahydrofuran). The product is C(CCCCCCCCCCCCC)OC=1C=C(C=CC1)CO (3-(Tetradecyloxy)benzenemethanol). As a reaction SMILES: [CH2:1]([O:15][C:16]1[CH:17]=[C:18]([CH:22]=[CH:23][CH:24]=1)[C:19](O)=[O:20])[CH2:2][CH2:3][CH2:4][CH2:5][CH2:6][CH2:7][CH2:8][CH2:9][CH2:10][CH2:11][CH2:12][CH2:13][CH3:14].[H-].[Al+3].[Li+].[H-].[H-].[H-]>O1CCCC1>[CH2:1]([O:15][C:16]1[CH:17]=[C:18]([CH2:19][OH:20])[CH:22]=[CH:23][CH:24]=1)[CH2:2][CH2:3][CH2:4][CH2:5][CH2:6][CH2:7][CH2:8][CH2:9][CH2:10][CH2:11][CH2:12][CH2:13][CH3:14] |f:1.2.3.4.5.6|. Procedure: The title compound is prepared by the procedure of Example 21 using 20.0 g of product from Example 23, 200 ml of dry tetrahydrofuran and 7.94 g of lithium aluminum hydride. The product, 18.82 g, is obtained as colorless crystals.